From a dataset of the Open Reaction Database (ORD), a public repository of structured organic reaction records. describe an organic reaction: reactants, conditions, products, and yield Starting materials: CC(C)[Si](Oc1ccc2ccccc2c1Br)(C(C)C)C(C)C, [Li]CCCC, C1CO1, CCOCC. Product: CC(C)[Si](Oc1ccc2ccccc2c1CCO)(C(C)C)C(C)C. As a reaction SMILES: [Br:6][c:7]1[c:8]([O:17][Si:18]([CH:19]([CH3:20])[CH3:21])([CH:22]([CH3:23])[CH3:24])[CH:25]([CH3:26])[CH3:27])[cH:9][cH:10][c:11]2[cH:12][cH:13][cH:14][cH:15][c:16]12.[CH2:1]([Li:2])[CH2:3][CH2:4][CH3:5].[CH2:28]1[CH2:29][O:30]1.[CH3:31][CH2:32][O:33][CH2:34][CH3:35]>>[c:7]1([CH2:28][CH2:29][OH:30])[c:8]([O:17][Si:18]([CH:19]([CH3:20])[CH3:21])([CH:22]([CH3:23])[CH3:24])[CH:25]([CH3:26])[CH3:27])[cH:9][cH:10][c:11]2[cH:12][cH:13][cH:14][cH:15][c:16]12. Reactants: C1CCOC1, COC(=O)c1nc(I)cnc1N, ClCCl, [Li+], [OH-], O, O=C(O)CC(O)(CC(=O)O)C(=O)O. Product: Nc1ncc(I)nc1C(=O)O. Reaction SMILES: [CH2:28]1[O:29][CH2:30][CH2:31][CH2:32]1.[CH3:1][O:2][C:3](=[O:4])[c:5]1[n:6][c:7]([I:12])[cH:8][n:9][c:10]1[NH2:11].[Cl:34][CH2:35][Cl:36].[Li+:13].[OH-:14].[OH2:33].[OH:15][C:16]([CH2:17][C:18]([C:19](=[O:20])[OH:21])([CH2:22][C:23](=[O:24])[OH:25])[OH:26])=[O:27]>>[O:2]=[C:3]([OH:4])[c:5]1[n:6][c:7]([I:12])[cH:8][n:9][c:10]1[NH2:11]. Reactants: C(C)(=O)OCC (ethyl acetate), [N+](=O)([O-])C=1C(=NC=C(C1)C1=CC=CC=C1)C#N (3-nitro-5-phenylpicolinonitrile), [Sn](Cl)Cl (tin (II) chloride), Cl (HCl). Run in C(C)N(CC)CC (triethyl amine), CN(C)C=O (DMF). Reaction conditions: time 8 hour. Yields the product NC=1C(=NC=C(C1)C1=CC=CC=C1)C(=O)O (3-amino-5-phenylpicolinic acid). Reaction SMILES: [N+:1]([C:4]1C(C#N)=[N:6][CH:7]=[C:8]([C:10]2[CH:15]=[CH:14][CH:13]=[CH:12][CH:11]=2)[CH:9]=1)([O-])=O.[Sn](Cl)Cl.Cl.[C:22]([O:25]CC)(=[O:24])[CH3:23]>CN(C=O)C.C(N(CC)CC)C>[NH2:1][C:4]1[C:23]([C:22]([OH:25])=[O:24])=[N:6][CH:7]=[C:8]([C:10]2[CH:15]=[CH:14][CH:13]=[CH:12][CH:11]=2)[CH:9]=1. Procedure details: To a solution of 3-nitro-5-phenylpicolinonitrile (1 eq) in 10 mL of DMF was added tin (II) chloride dehydrate (7.0 eq) at room temperature. The reaction mixture was stirred at that temperature overnight. The mixture was diluted with 150 mL of ethyl acetate and 30 mL of triethyl amine. After filtration, the filtrate was concentrated under reduced pressure to give a solid, which was added 2 mL of concentrated HCl. The mixture was stirred in microwave at 90° C. for 10 minutes. After standing over n...